From a dataset of the Open Reaction Database (ORD), a public repository of structured organic reaction records. describe an organic reaction: reactants, conditions, products, and yield Starting materials: ClC=1C=C(C=C(C1)C(F)(F)F)C1(CC(=NO1)C1=CC(=C(C(=O)OCC)C=C1)C)C(F)(F)F (ethyl 4-[5-[3-chloro-5-(trifluoromethyl)phenyl]-5-(trifluoromethyl)-4,5-dihydro-1,2-oxazol-3-yl]-2-methylbenzoate), CO (methanol), [OH-].[Na+] (sodium hydroxide). Solvent: O (water). Reaction conditions: temperature 90 celsius, time 4 hour. Product: ClC=1C=C(C=C(C1)C(F)(F)F)C1(CC(=NO1)C1=CC(=C(C(=O)O)C=C1)C)C(F)(F)F (4-[5-[3-chloro-5-(trifluoromethyl)phenyl]-5-(trifluoromethyl)-4,5-dihydro-1,2-oxazol-3-yl]-2-methylbenzoic acid). Reaction SMILES: [Cl:1][C:2]1[CH:3]=[C:4]([C:12]2([C:29]([F:32])([F:31])[F:30])[O:16][N:15]=[C:14]([C:17]3[CH:27]=[CH:26][C:20]([C:21]([O:23]CC)=[O:22])=[C:19]([CH3:28])[CH:18]=3)[CH2:13]2)[CH:5]=[C:6]([C:8]([F:11])([F:10])[F:9])[CH:7]=1.CO.[OH-].[Na+]>O>[Cl:1][C:2]1[CH:3]=[C:4]([C:12]2([C:29]([F:31])([F:30])[F:32])[O:16][N:15]=[C:14]([C:17]3[CH:27]=[CH:26][C:20]([C:21]([OH:23])=[O:22])=[C:19]([CH3:28])[CH:18]=3)[CH2:13]2)[CH:5]=[C:6]([C:8]([F:9])([F:10])[F:11])[CH:7]=1 |f:2.3|. Procedure details: Into a 500-mL round-bottom flask, was placed ethyl 4-[5-[3-chloro-5-(trifluoromethyl)phenyl]-5-(trifluoromethyl)-4,5-dihydro-1,2-oxazol-3-yl]-2-methylbenzoate (7 g, 14.59 mmol, 1.00 equiv), methanol (100 mL), water (100 mL), sodium hydroxide (1.75 g, 43.75 mmol, 3.00 equiv). The resulting solution was stirred for 4 h at 90° C. in an oil bath. The resulting mixture was concentrated under vacuum. The resulting solution was extracted with 2×50 mL of ethyl acetate and the aqueous layers combined. Th... The reactants are CC(=O)C1CCC2C3C=CC4=CC(=O)C=CC4(C)C3CCC12C, CC(=O)O, I. Yields the product CC(=O)C1CCC2C3CCC4=CC(=O)C=CC4(C)C3CCC12C. RXN SMILES: [CH3:1][C:2]([CH:3]1[CH2:4][CH2:5][CH:6]2[CH:7]3[CH:8]=[CH:9][C:10]4=[CH:11][C:12](=[O:22])[CH:13]=[CH:14][C:15]4([CH3:16])[CH:17]3[CH2:18][CH2:19][C:20]12[CH3:21])=[O:23].[CH3:25][C:26](=[O:27])[OH:28].[IH:24]>>[CH3:1][C:2]([CH:3]1[CH2:4][CH2:5][CH:6]2[CH:7]3[CH2:8][CH2:9][C:10]4=[CH:11][C:12](=[O:22])[CH:13]=[CH:14][C:15]4([CH3:16])[CH:17]3[CH2:18][CH2:19][C:20]12[CH3:21])=[O:23]. The reactants are C=C1C[C@H]([C@@H](C1)C=O)C1=CC=CC=C1 ((+−)-trans-4-Methylene-2-phenylcyclopentanecarboxaldehyde), Cl.C(C1=CC=CC=C1)NC(=O)N(CCC)C1CCNCC1 (4-(N-(benzylaminocarbonyl)-(N-prop-1-yl)amino)piperidine hydrochloride), CCN(C(C)C)C(C)C (DIPEA), C(C)(=O)O[BH-](OC(C)=O)OC(C)=O.[Na+] (sodium triacetoxyborohydride). The solvent is ClCCCl (1,2-dichloroethane), C(Cl)Cl (methylene chloride). Conditions: time 15 minute. The product is C=C1CC(C(C1)C1=CC=CC=C1)CN1CCC(CC1)N(CCC)C(=O)NCC1=CC=CC=C1 (1-Methylene-3-(SR)-((4-(N-(benzylaminocarbonyl)-N-(prop-1-yl)amino)piperidin-1-yl)methyl)-4-(SR)-phenylcyclopentane). Yield: 85.9%. RXN SMILES: [CH2:1]=[C:2]1[CH2:6][C@@H:5]([CH:7]=O)[C@H:4]([C:9]2[CH:14]=[CH:13][CH:12]=[CH:11][CH:10]=2)[CH2:3]1.Cl.[CH2:16]([NH:23][C:24]([N:26]([CH:30]1[CH2:35][CH2:34][NH:33][CH2:32][CH2:31]1)[CH2:27][CH2:28][CH3:29])=[O:25])[C:17]1[CH:22]=[CH:21][CH:20]=[CH:19][CH:18]=1.CCN(C(C)C)C(C)C.C(O[BH-](OC(=O)C)OC(=O)C)(=O)C.[Na+]>ClCCCl.C(Cl)Cl>[CH2:1]=[C:2]1[CH2:3][CH:4]([C:9]2[CH:14]=[CH:13][CH:12]=[CH:11][CH:10]=2)[CH:5]([CH2:7][N:33]2[CH2:32][CH2:31][CH:30]([N:26]([C:24]([NH:23][CH2:16][C:17]3[CH:18]=[CH:19][CH:20]=[CH:21][CH:22]=3)=[O:25])[CH2:27][CH2:28][CH3:29])[CH2:35][CH2:34]2)[CH2:6]1 |f:1.2,4.5|. Procedure: To a solution of (+−)-trans-4-methylene-2-phenylcyclopentanecarboxaldehyde from Step C (880 mg, 4.7 mmol) in 1,2-dichloroethane (50 mL) was added 4-(N-(benzylaminocarbonyl)-(N-prop-1-yl)amino)piperidine hydrochloride (1.62 g, 5.2 mmol) and DIPEA (1.0 mL, 5.7 mmol). After 15 min, sodium triacetoxyborohydride (2.0 g, 9.5 mmol) was added and the reaction was stirred at rt for 4 h. The reaction was diluted with methylene chloride, quenched with aq. sodium carbonate and extracted 3 times with methyle... The reactants are OC1=CC=C(OCC(=O)O)C=C1 (4-hydroxyphenoxyacetic acid), O1CCCC1.B (borane tetrahydrofuran). The solvent is O1CCCC1 (tetrahydrofuran). Run at time 2 hour. Yields the product OCCOC1=CC=C(C=C1)O (4-(2-hydroxy-ethoxy)-phenol). The yield is 93.9%. As a reaction SMILES: [OH:1][C:2]1[CH:12]=[CH:11][C:5]([O:6][CH2:7][C:8](O)=[O:9])=[CH:4][CH:3]=1.O1CCCC1.B>O1CCCC1>[OH:9][CH2:8][CH2:7][O:6][C:5]1[CH:11]=[CH:12][C:2]([OH:1])=[CH:3][CH:4]=1 |f:1.2|. Procedure details: To a solution of 4-hydroxyphenoxyacetic acid (4.9 g, 29 mmol) (Aldrich) in anhydrous tetrahydrofuran (30 mL) at 0° C. was added borane tetrahydrofuran (1 M, 90 mL, 90 mmol) dropwise. The reaction mixture was then stirred at room temperature for 2 h. The mixture was concentrated and residue was partitioned between ethyl acetate and water. Organic layer was separated, washed with brine, dried over MgSO4, and concentrated to give title compound as a yellow oil (4.2 g, 94%) Reactants: CC(C)([O-])C.[K+] (Potassium t-butoxide), O (H2O), C(C)OC(CCCC1=C(C=CC(=C1)OC)Br)=O (ethyl -4-(2-bromo-5-methoxy phenyl)butyrate), C(C(=O)OCC)(=O)OCC (diethyl oxalate). Run in CCOCC (ether), CCOCC (ether). Reaction conditions: temperature 0 celsius, time 2 hour. Product: C(C)OC(C(C(CCC1=C(C=CC(=C1)OC)Br)C(=O)OCC)=O)=O (2-Oxo-3-carboethoxy-5-(2-bromo-5-methoxyphenyl)pentanoic acid ethyl ester). Yield: 88.8%. As a reaction SMILES: CC(C)([O-])C.[K+].[CH2:7]([O:9][C:10](=[O:23])[CH2:11][CH2:12][CH2:13][C:14]1[CH:19]=[C:18]([O:20][CH3:21])[CH:17]=[CH:16][C:15]=1[Br:22])[CH3:8].[C:24](OCC)(=[O:30])[C:25]([O:27][CH2:28][CH3:29])=[O:26].O>CCOCC>[CH2:28]([O:27][C:25](=[O:26])[C:24](=[O:30])[CH:11]([C:10]([O:9][CH2:7][CH3:8])=[O:23])[CH2:12][CH2:13][C:14]1[CH:19]=[C:18]([O:20][CH3:21])[CH:17]=[CH:16][C:15]=1[Br:22])[CH3:29] |f:0.1|. Reported procedure: Potassium t-butoxide (26.94 g) was suspended in 130 ml of anhydrous ether and cooled to 0° C. A solution of 60.24 g ethyl -4-(2-bromo-5-methoxy phenyl)butyrate and 43.84 g diethyl oxalate in 60 ml ether was added dropwise over 20 min. After 2 h at 25° C., the reaction was poured into 400 ml H2O and the aqueous layer was separated, acidified to pH 1 and extracted with ether. The ether layer was dried (MgSO4) and the solvent was evaporated to yield 71.26 g of the desired product as a colorless oil... The reactants are Fc1cccc(-c2cc(Cl)c3cc(Br)ccc3n2)c1, CN1CCCC1=O, [N-]=[N+]=[N-], [Na+]. The product is [N-]=[N+]=Nc1cc(-c2cccc(F)c2)nc2ccc(Br)cc12. Reaction SMILES: [Br:1][c:2]1[cH:3][c:4]2[c:5]([Cl:19])[cH:6][c:7](-[c:12]3[cH:13][c:14]([F:18])[cH:15][cH:16][cH:17]3)[n:8][c:9]2[cH:10][cH:11]1.[CH3:24][N:25]1[CH2:26][CH2:27][CH2:28][C:29]1=[O:30].[N-:21]=[N+:22]=[N-:23].[Na+:20]>>[Br:1][c:2]1[cH:3][c:4]2[c:5]([N:21]=[N+:22]=[N-:23])[cH:6][c:7](-[c:12]3[cH:13][c:14]([F:18])[cH:15][cH:16][cH:17]3)[n:8][c:9]2[cH:10][cH:11]1. The reactants are C(C1=CC=CC=C1)OC(=O)N[C@H](C1=CC=CC=C1)C(NCC(=O)OC(C)(C)C)=O ((R)-N-Benzyloxycarbonyl-α-[N′-(t-Butoxycarbonylmethyl)carbamoyl]benzylamine). Reagents/catalysts: [Pd] (Pd/C). Run in CCO (EtOH), C1(=CC=CC=C1)C (toluene). Conditions: time 30 minute. Product: C(C)(C)(C)OC(=O)CNC(=O)[C@@H](C1=CC=CC=C1)N ((R)-α-[N-(t-Butoxycarbonylmethyl)carbamoyl]benzylamine). Yield: 98.7%. RXN SMILES: C(OC([NH:11][C@@H:12]([C:19](=[O:29])[NH:20][CH2:21][C:22]([O:24][C:25]([CH3:28])([CH3:27])[CH3:26])=[O:23])[C:13]1[CH:18]=[CH:17][CH:16]=[CH:15][CH:14]=1)=O)C1C=CC=CC=1>CCO.C1(C)C=CC=CC=1.[Pd]>[C:25]([O:24][C:22]([CH2:21][NH:20][C:19]([C@H:12]([NH2:11])[C:13]1[CH:18]=[CH:17][CH:16]=[CH:15][CH:14]=1)=[O:29])=[O:23])([CH3:28])([CH3:26])[CH3:27]. Procedure details: (R)-N-Benzyloxycarbonyl-α-[N′-(t-Butoxycarbonylmethyl)carbamoyl]benzylamine (Method 85; 12.8 g, 32.2 mmol) was dissolved in EtOH (99%, 200 ml) and toluene (50 ml). Pd/C (10%, 0.65 g) was added and hydrogenation was performed at atmospheric pressure for 5 hours 30 min at room temperature. The reaction mixture was filtered through diatomaceous earth and the solvents were evaporated to give the title compound (8.4 g, 99%). NMR (600 MHz) 1.45 (s, 9H), 3.93 (m, 2H), 4.54 (s, 1H), 7.31–7.42 (m, 5H), 7... Reactants: COC([C@H](COCCO[Si](C1=CC=CC=C1)(C1=CC=CC=C1)C(C)(C)C)OC1=C2C(=NC=N1)N(N=C2)C2=C(C(=CC=C2)F)C)=O ((2S)-methyl-3-(2-(tert-butyldiphenylsilyloxy)ethoxy)-2-(1-(3-fluoro-2-methylphenyl)-1H-pyrazolo[3,4-d]pyrimidin-4-yloxy)propanoate), NC1=NC=C(C#N)C=C1 (6-aminonicotinonitrile). The product is [Si](C)(C)(C(C)(C)C)OCCOC[C@@H](C(=O)NC1=NC=C(C=C1)C#N)OC1=NC=NC2=C1C=NN2C2=C(C(=CC=C2)F)C ((2S)-3-[2-(tert-butyl-dimethylsilyl)oxyethoxy]-N-(5-cyanopyridin-2-yl)-2-[1-(3-fluoro-2-methylphenyl)pyrazolo[4,5-e]pyrimidin-4-yl]oxypropanamide). As a reaction SMILES: CO[C:3](=[O:45])[C@@H:4]([O:27][C:28]1[N:33]=[CH:32][N:31]=[C:30]2[N:34]([C:37]3[CH:42]=[CH:41][CH:40]=[C:39]([F:43])[C:38]=3[CH3:44])[N:35]=[CH:36][C:29]=12)[CH2:5][O:6][CH2:7][CH2:8][O:9][Si:10]([C:23]([CH3:26])([CH3:25])[CH3:24])([C:17]1C=CC=CC=1)[C:11]1C=CC=CC=1.[NH2:46][C:47]1[CH:54]=[CH:53][C:50]([C:51]#[N:52])=[CH:49][N:48]=1>>[Si:10]([O:9][CH2:8][CH2:7][O:6][CH2:5][C@H:4]([O:27][C:28]1[C:29]2[CH:36]=[N:35][N:34]([C:37]3[CH:42]=[CH:41][CH:40]=[C:39]([F:43])[C:38]=3[CH3:44])[C:30]=2[N:31]=[CH:32][N:33]=1)[C:3]([NH:46][C:47]1[CH:54]=[CH:53][C:50]([C:51]#[N:52])=[CH:49][N:48]=1)=[O:45])([C:23]([CH3:24])([CH3:25])[CH3:26])([CH3:11])[CH3:17]. Procedure details: Prepared using a procedure analogous to that described for Intermediate AE1 using (2S)-methyl-3-(2-(tert-butyldiphenylsilyloxy)ethoxy)-2-(1-(3-fluoro-2-methylphenyl)-1H-pyrazolo[3,4-d]pyrimidin-4-yloxy)propanoate (Intermediate AF4) and 6-aminonicotinonitrile. 1H NMR (400 MHz, DMSO) d 0.89 (9H, s), 1.96 (3H, d), 3.83-3.69 (4H, m), 4.12-4.04 (1H, m), 4.17 (1H, dd), 6.02 (1H, m), 7.51-7.27 (9H, m), 7.60 (4H, m), 8.13 (1H, d), 8.22 (1H, dd), 8.51 (1H, s), 8.55 (1H, s), 8.81 (1H, d), 11.56 (1H, s). m... Procedure details: Using the procedure described in Example 91, Part B, 3-benzyloxyaniline (2.5 mmol) and 2-(4-tert-butylphenyl)-6-nitro-4H-3,1-benzoxazin-4-one (2.8 mmol) yielded 550 mg (42%) of the title compound. The product is C(C)(C)(C)C1=CC=C(C(=O)NC2=C(C(=O)NC3=CC(=CC=C3)OCC3=CC=CC=C3)C=C(C=C2)[N+](=O)[O-])C=C1 (2-[(4-tert-Butylbenzoyl)amino]-N-(3-benzyloxyphenyl)-5-nitrobenzamide). Reactants: C(C1=CC=CC=C1)OC=1C=C(N)C=CC1 (3-benzyloxyaniline), C(C)(C)(C)C1=CC=C(C=C1)C1=NC2=C(C(O1)=O)C=C(C=C2)[N+](=O)[O-] (2-(4-tert-butylphenyl)-6-nitro-4H-3,1-benzoxazin-4-one). The yield is 42.0%. RXN SMILES: [CH2:1]([O:8][C:9]1[CH:10]=[C:11]([CH:13]=[CH:14][CH:15]=1)[NH2:12])[C:2]1[CH:7]=[CH:6][CH:5]=[CH:4][CH:3]=1.[C:16]([C:20]1[CH:25]=[CH:24][C:23]([C:26]2[O:31][C:30](=[O:32])[C:29]3[CH:33]=[C:34]([N+:37]([O-:39])=[O:38])[CH:35]=[CH:36][C:28]=3[N:27]=2)=[CH:22][CH:21]=1)([CH3:19])([CH3:18])[CH3:17]>>[C:16]([C:20]1[CH:25]=[CH:24][C:23]([C:26]([NH:27][C:28]2[CH:36]=[CH:35][C:34]([N+:37]([O-:39])=[O:38])=[CH:33][C:29]=2[C:30]([NH:12][C:11]2[CH:13]=[CH:14][CH:15]=[C:9]([O:8][CH2:1][C:2]3[CH:3]=[CH:4][CH:5]=[CH:6][CH:7]=3)[CH:10]=2)=[O:32])=[O:31])=[CH:22][CH:21]=1)([CH3:19])([CH3:17])[CH3:18].